This data is from the Open Reaction Database (ORD), a public repository of structured organic reaction records. The task is: describe an organic reaction: reactants, conditions, products, and yield Reactants: O (water), ClC1=NC=C(C=C1)[N+](=O)[O-] (2-chloro-5-nitropyridine), Br.NC=1C=CC(=C(C1)O)F (5-amino-2-fluorophenol hydrobromide), C([O-])([O-])=O.[K+].[K+] (potassium carbonate). Solvent: CN(C=O)C (N,N-dimethylformamide). Run at time 8 hour. The product is FC1=C(C=C(N)C=C1)OC1=NC=C(C=C1)[N+](=O)[O-] (4-fluoro-3-[(5-nitropyridin-2-yl)oxy]aniline). The yield is 87.5%. Reaction SMILES: Cl[C:2]1[CH:7]=[CH:6][C:5]([N+:8]([O-:10])=[O:9])=[CH:4][N:3]=1.Br.[NH2:12][C:13]1[CH:14]=[CH:15][C:16]([F:20])=[C:17]([OH:19])[CH:18]=1.C(=O)([O-])[O-].[K+].[K+].O>CN(C)C=O>[F:20][C:16]1[CH:15]=[CH:14][C:13]([NH2:12])=[CH:18][C:17]=1[O:19][C:2]1[CH:7]=[CH:6][C:5]([N+:8]([O-:10])=[O:9])=[CH:4][N:3]=1 |f:1.2,3.4.5|. Procedure: A mixture of 2-chloro-5-nitropyridine (3.17 g, 20 mmol), 5-amino-2-fluorophenol hydrobromide (4.16 g, 20 mmol) and potassium carbonate (5.52 g, 40 mmol) in N,N-dimethylformamide (20 mL) was stirred at room temperature overnight. The reaction mixture was poured into water (200 mL), and the mixture was extracted with ethyl acetate (100 mL×2). The ethyl acetate layers were combined, and dried over anhydrous sodium sulfate. The insoluble material was filtered off, and the filtrate was concentrated u... Reactants: O (water), O.[OH-].[Li+] (lithium hydroxide monohydrate), C1(=CC=CC=C1)C1(CC1)C1=CC=C2C(=N1)SC(=N2)C=2C=C1CN(CC1=CC2)CCC(=O)OC (Methyl 3-(5-(5-(1-phenylcyclopropyl)thiazolo[5,4-b]pyridin-2-yl)isoindolin-2-yl)propanoate). The solvent is C1CCOC1 (THF). Reaction conditions: time 2 hour. Product: C1(=CC=CC=C1)C1(CC1)C1=CC=C2C(=N1)SC(=N2)C=2C=C1CN(CC1=CC2)CCC(=O)O (3-(5-(5-(1-phenylcyclopropyl)[1,3]thiazolo[5,4-b]pyridin-2-yl)-1,3-dihydro-2H-isoindol-2-yl)propanoic acid). As a reaction SMILES: [C:1]1([C:7]2([C:10]3[N:15]=[C:14]4[S:16][C:17]([C:19]5[CH:20]=[C:21]6[C:25](=[CH:26][CH:27]=5)[CH2:24][N:23]([CH2:28][CH2:29][C:30]([O:32]C)=[O:31])[CH2:22]6)=[N:18][C:13]4=[CH:12][CH:11]=3)[CH2:9][CH2:8]2)[CH:6]=[CH:5][CH:4]=[CH:3][CH:2]=1.O.O.[OH-].[Li+]>C1COCC1>[C:1]1([C:7]2([C:10]3[N:15]=[C:14]4[S:16][C:17]([C:19]5[CH:20]=[C:21]6[C:25](=[CH:26][CH:27]=5)[CH2:24][N:23]([CH2:28][CH2:29][C:30]([OH:32])=[O:31])[CH2:22]6)=[N:18][C:13]4=[CH:12][CH:11]=3)[CH2:8][CH2:9]2)[CH:6]=[CH:5][CH:4]=[CH:3][CH:2]=1 |f:2.3.4|. Reported procedure: Methyl 3-(5-(5-(1-phenylcyclopropyl)thiazolo[5,4-b]pyridin-2-yl)isoindolin-2-yl)propanoate (42 mg, 0.092 mmol) was dissolved in THF (0.738 mL) and water (0.184 mL) before lithium hydroxide monohydrate (2.56 μL, 0.092 mmol) was added and stirred at ambient temperature for 2 h. The reaction mixture was concentrated, acidified with 1 N HCl, filtered, washed with water, and dried in a vacuum oven to give the title compound. MS (ESI) m/z: Calculated: 441.2; Observed: 442.2 (M++H). Starting materials: C(=O)(O)[O-].[Na+] (NaHCO3), FC1=C(C=CC=C1)[C@]1(N=C(CS(C1)(=O)=O)N)C ((R)-5-(2-fluoro-phenyl)-5-methyl-1,1-dioxo-1,2,5,6-tetrahydro-1λ6-[1,4]thiazin-3-ylamine), S(O)(O)(=O)=O (sulfuric acid), [N+](=O)(O)[O-] (nitric acid). Yields the product FC1=C(C=C(C=C1)[N+](=O)[O-])[C@]1(N=C(CS(C1)(=O)=O)N)C ((R)-5-(2-fluoro-5-nitro-phenyl)-5-methyl-1,1-dioxo-1,2,5,6-tetrahydro-1λ6-[1,4]thiazin-3-ylamine). Isolated yield 100.0%. Reaction SMILES: [F:1][C:2]1[CH:7]=[CH:6][CH:5]=[CH:4][C:3]=1[C@:8]1([CH3:17])[CH2:13][S:12](=[O:15])(=[O:14])[CH2:11][C:10]([NH2:16])=[N:9]1.S(=O)(=O)(O)O.[N+:23]([O-])([OH:25])=[O:24].C([O-])(O)=O.[Na+]>>[F:1][C:2]1[CH:7]=[CH:6][C:5]([N+:23]([O-:25])=[O:24])=[CH:4][C:3]=1[C@:8]1([CH3:17])[CH2:13][S:12](=[O:14])(=[O:15])[CH2:11][C:10]([NH2:16])=[N:9]1 |f:3.4|. Procedure details: To a solution of (R)-5-(2-fluoro-phenyl)-5-methyl-1,1-dioxo-1,2,5,6-tetrahydro-1λ6-[1,4]thiazin-3-ylamine (497 mg, 1.94 mmol, Eq: 1.00) in conc. sulfuric acid (14.8 g, 8.06 ml, 151 mmol, Eq: 78) was added at 0° C. 100% nitric acid (189 mg, 134 μl, 3.01 mmol, Eq: 1.55) and the mixture was stirred at 0° C. for 1 hour. Poured into sat NaHCO3-sol., extracted with ethyl acetate, the organic layer was dried over Na2SO4. Removal of the solvent in vacuum left the (R)-5-(2-fluoro-5-nitro-phenyl)-5-methyl...